describe an organic reaction: reactants, conditions, products, and yield From a dataset of the Open Reaction Database (ORD), a public repository of structured organic reaction records. The reactants are C(C)(C)(C)OC(=O)N[C@@](COC(CCCCC)=O)(C=CC=1N(C=CC1)C)C ((2R)-2-t-butoxycarbonylamino-1-n-hexanoyloxy-2-methyl-4-(1-methylpyrrol-2-yl)-3-butene), CC(C)([O-])C.[K+] (potassium t-butoxide), crude product, example 1 ( 1d ), [OH-].[Na+] (sodium hydroxide), C(C)(=O)O (Acetic acid). Run in O1CCCC1 (tetrahydrofuran), CO (methanol), C(Cl)Cl (methylene chloride), O (Water), O1CCCC1 (tetrahydrofuran), O1CCCC1 (tetrahydrofuran). Conditions: time 1 hour. Yields the product C[C@@]1(NC(OC1)=O)C=CC=1N(C=CC1)C ((4R)-4-Methyl-4-[2-(1-methylpyrrol-2-yl)ethenyl]-1,3-oxazolidin-2-one). Isolated yield 100.6%. Reaction SMILES: C(OC([NH:8][C@:9]([CH3:27])([CH:19]=[CH:20][C:21]1[N:22]([CH3:26])[CH:23]=[CH:24][CH:25]=1)[CH2:10][O:11][C:12](=[O:18])CCCCC)=O)(C)(C)C.[OH-].[Na+].CC(C)([O-])C.[K+].C(O)(=O)C>O1CCCC1.CO.C(Cl)Cl.O>[CH3:27][C@@:9]1([CH:19]=[CH:20][C:21]2[N:22]([CH3:26])[CH:23]=[CH:24][CH:25]=2)[CH2:10][O:11][C:12](=[O:18])[NH:8]1 |f:1.2,3.4|. Procedure: (2R)-2-t-butoxycarbonylamino-1-n-hexanoyloxy-2-methyl-4-(1-methylpyrrol-2-yl)-3-butene (37.0 g, 97.8 mmol) obtained in Reference example 1 (1d) was dissolved in a mixture of tetrahydrofuran (100 mL) and methanol (100 mL) and a 2N aqueous sodium hydroxide solution (100 mL) was added thereto, followed by stirring of the mixture at room temperature for 1 hour. Water and methylene chloride were added to the reaction mixture to separate it. The thus obtained organic phase was separated, washed with a... The reactants are BrC1=C2C(=CC=3C=NN(C13)C1=CC=C(C=C1)F)[C@]1([C@H](CCC2)C[C@@](CC1)(O)C(F)(F)F)CC ((3R,4aR,12bR)-8-bromo-12b-ethyl-9-(4-fluorophenyl)-3-(trifluoromethyl)-1,2,3,4,4a,5,6,7,9,12b-decahydrobenzo[6,7]cyclohepta[1,2-f]indazole-3-ol), O1CCOCC1 (1,4-dioxane), CB(O)O (methylboronic acid), C(=O)([O-])[O-].[Na+].[Na+] (Na2CO3). The reagents and catalysts are C1=CC=C(C=C1)P([C-]2C=CC=C2)C3=CC=CC=C3.C1=CC=C(C=C1)P([C-]2C=CC=C2)C3=CC=CC=C3.Cl[Pd]Cl.[Fe+2].C(Cl)Cl ([1,1′-Bis(diphenylphosphino)ferrocene]dichloropalladium(II) CH2Cl2). Solvent: O (water). Run at temperature 80 celsius. Yields the product C(C)[C@@]12[C@H](CCCC=3C1=CC=1C=NN(C1C3C)C3=CC=C(C=C3)F)C[C@@](CC2)(O)C(F)(F)F ((3R,4aR,12bR)-12b-ethyl-9-(4-fluorophenyl)-8-methyl-3-(trifluoromethyl)-1,2,3,4,4a,5,6,7,9,12b-decahydrobenzo[6,7]cyclohepta[1,2-f]indazol-3-ol). RXN SMILES: Br[C:2]1[C:10]2[N:9]([C:11]3[CH:16]=[CH:15][C:14]([F:17])=[CH:13][CH:12]=3)[N:8]=[CH:7][C:6]=2[CH:5]=[C:4]2[C@:18]3([CH2:32][CH3:33])[CH2:26][CH2:25][C@@:24]([C:28]([F:31])([F:30])[F:29])([OH:27])[CH2:23][C@H:19]3[CH2:20][CH2:21][CH2:22][C:3]=12.[CH3:34]B(O)O.C([O-])([O-])=O.[Na+].[Na+].O1CCOCC1>C1C=CC(P(C2C=CC=CC=2)[C-]2C=CC=C2)=CC=1.C1C=CC(P(C2C=CC=CC=2)[C-]2C=CC=C2)=CC=1.Cl[Pd]Cl.[Fe+2].C(Cl)Cl.O>[CH2:32]([C@@:18]12[CH2:26][CH2:25][C@@:24]([C:28]([F:30])([F:31])[F:29])([OH:27])[CH2:23][C@H:19]1[CH2:20][CH2:21][CH2:22][C:3]1[C:4]2=[CH:5][C:6]2[CH:7]=[N:8][N:9]([C:11]3[CH:16]=[CH:15][C:14]([F:17])=[CH:13][CH:12]=3)[C:10]=2[C:2]=1[CH3:34])[CH3:33] |f:2.3.4,6.7.8.9.10|. Procedure: [1,1′-Bis(diphenylphosphino)ferrocene]dichloropalladium(II)-CH2Cl2 adduct (0.012 g, 0.015 mmol) was added to a mixture of (3R,4aR,12bR)-8-bromo-12b-ethyl-9-(4-fluorophenyl)-3-(trifluoromethyl)-1,2,3,4,4a,5,6,7,9,12b-decahydrobenzo[6,7]cyclohepta[1,2-f]indazole-3-ol (58, R1=4-Fluorophenyl, R2=Ethyl, R3=Trifluoromethyl) (0.0393 g, 0.0750 mmol), methylboronic acid (0.0090 g, 0.15 mmol), Na2CO3 (0.020 g, 0.19 mmol), 1,4-dioxane (0.400 mL), and water (0.100 mL) under a nitrogen atmosphere. The reacti... Starting materials: Nc1ncc(Br)nc1Br, OCc1cccc(F)c1C(F)(F)F. Product: Nc1ncc(Br)nc1OCc1cccc(F)c1C(F)(F)F. RXN SMILES: [Br:14][c:15]1[c:16]([NH2:22])[n:17][cH:18][c:19]([Br:21])[n:20]1.[F:1][c:2]1[c:3]([C:10]([F:11])([F:12])[F:13])[c:4]([CH2:8][OH:9])[cH:5][cH:6][cH:7]1>>[F:1][c:2]1[c:3]([C:10]([F:11])([F:12])[F:13])[c:4]([CH2:8][O:9][c:15]2[c:16]([NH2:22])[n:17][cH:18][c:19]([Br:21])[n:20]2)[cH:5][cH:6][cH:7]1.